From a dataset of the Open Reaction Database (ORD), a public repository of structured organic reaction records. describe an organic reaction: reactants, conditions, products, and yield The reactants are CC(OCc1ccccc1)C(CCOc1ccc2ncccc2c1)n1cnc(C(N)=O)c1, C1=CCCCC1, CCO, [OH-], [OH-], [Pd+2]. Product: CC(O)C(CCOc1ccc2ncccc2c1)n1cnc(C(N)=O)c1. Reaction SMILES: [CH2:1]([c:2]1[cH:3][cH:4][cH:5][cH:6][cH:7]1)[O:8][CH:9]([CH3:10])[CH:11]([CH2:12][CH2:13][O:14][c:15]1[cH:16][c:17]2[cH:18][cH:19][cH:20][n:21][c:22]2[cH:23][cH:24]1)[n:25]1[cH:26][n:27][c:28]([C:30](=[O:31])[NH2:32])[cH:29]1.[CH2:33]1[CH2:34][CH:35]=[CH:36][CH2:37][CH2:38]1.[CH3:39][CH2:40][OH:41].[OH-:42].[OH-:44].[Pd+2:43]>>[OH:8][CH:9]([CH3:10])[CH:11]([CH2:12][CH2:13][O:14][c:15]1[cH:16][c:17]2[cH:18][cH:19][cH:20][n:21][c:22]2[cH:23][cH:24]1)[n:25]1[cH:26][n:27][c:28]([C:30](=[O:31])[NH2:32])[cH:29]1.